describe an organic reaction: reactants, conditions, products, and yield From a dataset of the Open Reaction Database (ORD), a public repository of structured organic reaction records. Reactants: C1CC2=CC=CC=C2C(=O)C1 (α-tetralone), C(=O)=O.CC(=O)C (dry ice acetone), CCCCCC.C(CCC)[Li] (Butyl lithium hexane), BrC1=CC=NC=C1 (4-bromopyridine). RXN SMILES: Br[C:2]1[CH:7]=[CH:6][N:5]=[CH:4][CH:3]=1.C(=O)=O.CC(C)=O.CCCCCC.C([Li])CCC.[CH2:26]1[CH2:36][C:34](=[O:35])[C:33]2[C:28](=[CH:29][CH:30]=[CH:31][CH:32]=2)[CH2:27]1>O.C(OCC)(=O)C.CCOCC>[OH:35][C:34]1([C:2]2[CH:7]=[CH:6][N:5]=[CH:4][CH:3]=2)[C:33]2[C:28](=[CH:29][CH:30]=[CH:31][CH:32]=2)[CH2:27][CH2:26][CH2:36]1 |f:1.2,3.4|. Run at time 30 minute. The solvent is O (water), C(C)(=O)OCC (Ethyl acetate), CCOCC (Ether). Reported procedure: Ether solution (50 ml) of 4-bromopyridine (3.2 g, 20 mmol) was cooled using a dry ice-acetone mixture. 1.6 M Butyl lithium hexane solution (16 ml, 26 mmol) was added dropwise to the solution in small portions, and stirred for 30 minutes after completion of the dropwise addition. The reaction solution was mixed with α-tetralone (3.3 g, 23 mmol), returned to room temperature spending 20 minutes and then stirred for 2 hours. Ethyl acetate (100 ml) and water (50 ml) were added to the reaction mixtur... Product: OC1(CCCC2=CC=CC=C12)C1=CC=NC=C1 (4-(1-Hydroxy-1,2,3,4-tetrahydronaphthalen-1-yl)-pyridine). The reactants are ClC1=C(C=C(C=C1)Cl)I (2,5-dichloroiodobenzene), C(C)OP(OCC)C (diethylmethylphosphonite). Reagents/catalysts: [Hg] (mercury). The product is ClC1=C(C=C(C=C1)Cl)P(OCC)(=O)C (2,5-Dichloro Phenyl Methyl Phosphinic Acid, Ethyl Ester). Reaction SMILES: [Cl:1][C:2]1[CH:7]=[CH:6][C:5]([Cl:8])=[CH:4][C:3]=1I.[CH2:10]([O:12][P:13]([CH3:17])[O:14]CC)[CH3:11]>[Hg]>[Cl:1][C:2]1[CH:7]=[CH:6][C:5]([Cl:8])=[CH:4][C:3]=1[P:13]([CH3:17])(=[O:14])[O:12][CH2:10][CH3:11]. Procedure: Using a high pressure 450 watt mercury lamp, 20 grams of 2,5-dichloroiodobenzene and 30 grams of diethylmethylphosphonite are combined and irradiated for approximately 31/2 hours. After concentration and distillation, a clear oil is obtained, which then solidified. The solid is recrystallized from ethyl ether to give 8.5 g. of white needles having a melting point between 90° and 91° C.